Dataset: the Open Reaction Database (ORD), a public repository of structured organic reaction records. Task: describe an organic reaction: reactants, conditions, products, and yield Starting materials: FC(C(=O)O)(F)F (Trifluoroacetic acid), C(C1=CC=CC=C1)(C1=CC=CC=C1)O (benzhydrol), NC(CO)(C)C (2-amino-2-methylpropanol). Procedure: Trifluoroacetic acid (25 ml) was added to a solution of benzhydrol (9.2 g) and 2-amino-2-methylpropanol (4.5 g) in methylene chloride (5 ml) and the mixture was stirred at room temperature for 3 hours and evaporated. The residue was partitioned between water and ethyl acetate and the organic layer was washed with water, dried over magnesium sulphate and evaporated. The residue was triturated with hexane and recrystallised from ethyl acetate to give the title compound as a colourless solid (2.98 ... Conditions: time 3 hour. Isolated yield 16.0%. Reaction SMILES: [F:1][C:2]([F:7])([F:6])[C:3]([OH:5])=[O:4].[CH:8]([OH:21])([C:15]1[CH:20]=[CH:19][CH:18]=[CH:17][CH:16]=1)[C:9]1[CH:14]=[CH:13][CH:12]=[CH:11][CH:10]=1.[NH2:22][C:23]([CH3:27])([CH3:26])[CH2:24]O>C(Cl)Cl>[F:1][C:2]([F:7])([F:6])[C:3]([OH:5])=[O:4].[NH2:22][C:23]([CH3:27])([CH3:26])[CH2:24][O:21][CH:8]([C:15]1[CH:16]=[CH:17][CH:18]=[CH:19][CH:20]=1)[C:9]1[CH:14]=[CH:13][CH:12]=[CH:11][CH:10]=1 |f:4.5|. Product: FC(C(=O)O)(F)F.NC(COC(C1=CC=CC=C1)C1=CC=CC=C1)(C)C (2-Amino-1-diphenylmethoxy-2-methylpropane trifluoroacetate). The solvent is C(Cl)Cl (methylene chloride).